From a dataset of the Open Reaction Database (ORD), a public repository of structured organic reaction records. describe an organic reaction: reactants, conditions, products, and yield Reactants: CC#N, O=C1C(Cl)=C(c2ccccc2)C(=O)N1Cc1cccnc1, Nc1ccc(OC(F)F)cc1. The product is O=C1C(Nc2ccc(OC(F)F)cc2)=C(c2ccccc2)C(=O)N1Cc1cccnc1. Reaction SMILES: [CH3:33][C:34]#[N:35].[Cl:12][C:13]1=[C:17]([c:18]2[cH:19][cH:20][cH:21][cH:22][cH:23]2)[C:16](=[O:24])[N:15]([CH2:25][c:26]2[cH:27][n:28][cH:29][cH:30][cH:31]2)[C:14]1=[O:32].[F:1][CH:2]([O:3][c:4]1[cH:5][cH:6][c:7]([NH2:8])[cH:9][cH:10]1)[F:11]>>[F:1][CH:2]([O:3][c:4]1[cH:5][cH:6][c:7]([NH:8][C:13]2=[C:17]([c:18]3[cH:19][cH:20][cH:21][cH:22][cH:23]3)[C:16](=[O:24])[N:15]([CH2:25][c:26]3[cH:27][n:28][cH:29][cH:30][cH:31]3)[C:14]2=[O:32])[cH:9][cH:10]1)[F:11]. The reactants are CNC1=CC=CC=C1 (N-methylbenzenamine), ClC1=CC=C(CN2C=C(C=CC2=O)C=O)C=C1 (1-(4-chlorobenzyl)-6-oxo-1,6-dihydropyridine-3-carbaldehyde), CC(=O)O (AcOH), [BH-](OC(=O)C)(OC(=O)C)OC(=O)C.[Na+] (NaBH(OAc)3). Run in C(Cl)Cl (CH2Cl2). Reaction conditions: time 3 hour. Product: ClC1=CC=C(CN2C(C=CC(=C2)CN(C2=CC=CC=C2)C)=O)C=C1 (1-(4-chlorobenzyl)-5-((methyl(phenyl)amino)methyl)pyridin-2(1H)-one). Isolated yield 30.0%. As a reaction SMILES: [CH3:1][NH:2][C:3]1[CH:8]=[CH:7][CH:6]=[CH:5][CH:4]=1.[Cl:9][C:10]1[CH:25]=[CH:24][C:13]([CH2:14][N:15]2[C:20](=[O:21])[CH:19]=[CH:18][C:17]([CH:22]=O)=[CH:16]2)=[CH:12][CH:11]=1.CC(O)=O.[BH-](OC(C)=O)(OC(C)=O)OC(C)=O.[Na+]>C(Cl)Cl>[Cl:9][C:10]1[CH:25]=[CH:24][C:13]([CH2:14][N:15]2[CH:16]=[C:17]([CH2:22][N:2]([CH3:1])[C:3]3[CH:8]=[CH:7][CH:6]=[CH:5][CH:4]=3)[CH:18]=[CH:19][C:20]2=[O:21])=[CH:12][CH:11]=1 |f:3.4|. Procedure: According to Scheme 7 Method A: A solution of N-methylbenzenamine (1 eq, 0.40 mmol, 0.04 mL) and 1-(4-chlorobenzyl)-6-oxo-1,6-dihydropyridine-3-carbaldehyde (1 eq, 0.40 mmol, 0.10 g) in CH2Cl2 (8 mL) was stirred for 10 min. at room temperature then AcOH (1 eq, 0.40 mmol, 0.02 mL) and NaBH(OAc)3 (1.5 eq, 0.60 mmol, 0.10 g) were added. The reaction mixture was stirred 3 hours at room temperature, was quenched with water and the aqueous phase was extracted with CH2Cl2. The organic layer was dried o...